From a dataset of the Open Reaction Database (ORD), a public repository of structured organic reaction records. describe an organic reaction: reactants, conditions, products, and yield Reactants: FC(C=1C(=NC=CC1)N1CC(N(CC1)C1=NC2=C(N1COCC[Si](C)(C)C)C=CC(=C2)C(F)(F)F)=O)(F)F (4-(3-Trifluoromethyl-pyridin-2-yl)-1-[5-trifluoromethyl-1-(2-trimethylsilanyl-ethoxymethyl)-1H-benzoimidazol-2-yl]-piperazin-2-one). The solvent is C(=O)(C(F)(F)F)O (TFA), ClCCl (dichloromethane). Yields the product FC(C1=CC2=C(NC(=N2)N2C(CN(CC2)C2=NC=CC=C2C(F)(F)F)=O)C=C1)(F)F (1-(5-Trifluoromethyl-1H-benzoimidazol-2-yl)-4-(3-trifluoromethyl-pyridin-2-yl)-piperazin-2-one). Reaction SMILES: [F:1][C:2]([F:38])([F:37])[C:3]1[C:4]([N:9]2[CH2:14][CH2:13][N:12]([C:15]3[N:19](COCC[Si](C)(C)C)[C:18]4[CH:28]=[CH:29][C:30]([C:32]([F:35])([F:34])[F:33])=[CH:31][C:17]=4[N:16]=3)[C:11](=[O:36])[CH2:10]2)=[N:5][CH:6]=[CH:7][CH:8]=1>C(O)(C(F)(F)F)=O.ClCCl>[F:35][C:32]([F:33])([F:34])[C:30]1[CH:29]=[CH:28][C:18]2[NH:19][C:15]([N:12]3[CH2:13][CH2:14][N:9]([C:4]4[C:3]([C:2]([F:1])([F:37])[F:38])=[CH:8][CH:7]=[CH:6][N:5]=4)[CH2:10][C:11]3=[O:36])=[N:16][C:17]=2[CH:31]=1. Reported procedure: A solution of 4-(3-trifluoromethyl-pyridin-2-yl)-1-[5-trifluoromethyl-1-(2-trimethylsilanyl-ethoxymethyl)-1H-benzoimidazol-2-yl]-piperazin-2-one from step (c) above (114 mg, 0.2 mmol) in 30% TFA in dichloromethane (3 mL) was stirred at room temperature for 5 h. The solvent was removed in vacuo and the residue was purified by silica gel column chromatography, eluting with EtOAc/hexane (1:3) to give the title compound as a yellow solid. MS (ESI, positive ion) m/z: 430 (M+1). Starting materials: Cl.C(C)(=O)OC(C)OC([C@@H](N)CC1=CC=C(C=C1)C=1C(N(C(N(C1C)C)=O)C)=O)=O (4-(1,3,6-trimethyl-2,4-dioxo-5-pyrimidinyl)-L-phenylalanine 1-(acetoxy)ethyl ester hydrochloride salt), ClC1=C(C(=O)Cl)C(=CC=C1)Cl (2,6-dichlorobenzoyl chloride), C(C)(C)N(CC)C(C)C (diisopropylethylamine). Solvent: ClCCl (dichloromethane), ClCCl (dichloromethane). Conditions: time 5 minute. Product: C(C)(=O)OC(C)OC([C@@H](NC(=O)C1=C(C=CC=C1Cl)Cl)CC1=CC=C(C=C1)C=1C(N(C(N(C1C)C)=O)C)=O)=O (N-[(2,6-dichlorophenyl)carbonyl]-4-(1,3,6-trimethyl-2,4-dioxo-5-pyrimidinyl)-L-phenylalanine 1-(acetoxy)ethyl ester). Isolated yield 74.9%. RXN SMILES: Cl.[C:2]([O:5][CH:6]([O:8][C:9](=[O:30])[C@H:10]([CH2:12][C:13]1[CH:18]=[CH:17][C:16]([C:19]2[C:20](=[O:29])[N:21]([CH3:28])[C:22](=[O:27])[N:23]([CH3:26])[C:24]=2[CH3:25])=[CH:15][CH:14]=1)[NH2:11])[CH3:7])(=[O:4])[CH3:3].[Cl:31][C:32]1[CH:40]=[CH:39][CH:38]=[C:37]([Cl:41])[C:33]=1[C:34](Cl)=[O:35].C(N(C(C)C)CC)(C)C>ClCCl>[C:2]([O:5][CH:6]([O:8][C:9](=[O:30])[C@H:10]([CH2:12][C:13]1[CH:14]=[CH:15][C:16]([C:19]2[C:20](=[O:29])[N:21]([CH3:28])[C:22](=[O:27])[N:23]([CH3:26])[C:24]=2[CH3:25])=[CH:17][CH:18]=1)[NH:11][C:34]([C:33]1[C:32]([Cl:31])=[CH:40][CH:39]=[CH:38][C:37]=1[Cl:41])=[O:35])[CH3:7])(=[O:4])[CH3:3] |f:0.1|. Procedure details: To a suspension of 4-(1,3,6-trimethyl-2,4-dioxo-5-pyrimidinyl)-L-phenylalanine 1-(acetoxy)ethyl ester hydrochloride salt (0.723 mmol, 399 mg) and 2,6-dichlorobenzoyl chloride (0.8 mmol, 0.17 g) in dichloromethane (5 mL) was added diisopropylethylamine (3.2 mmol, 0.45 mL) at room temperature. After 5 min, everything went into solution and the clear yellow solution was stirred for 48 h at room temperature. The resulting light brown solution was diluted with dichloromethane (50 mL). The dichloromet... The reactants are ClCC(=NOCC)OC(NC1CC1)=O (1-Chloro-2-(N-cyclopropylcarbamoyloxy)-2-ethoxyiminoethane), CC1=C(C=CC=C1)S(=P([O-])=O)C1=CC=C(C=C1)Br.[K+] (potassium 2-methylphenyl(4-bromophenyl)thionophosphinate), [I-].[K+] (potassium iodide). Solvent: C(C)C(=O)C (methyl ethyl ketone). The product is CC1=C(C=CC=C1)S(=P(OCC(=NOCC)OC(NC1CC1)=O)=O)C1=CC=C(C=C1)Br (O-[2-(N-cyclopropylcarbamoyloxy)-2-ethoxyiminoethyl] 2-methylphenyl(4-bromophenyl)thionophosphinate). Reaction SMILES: Cl[CH2:2][C:3]([O:8][C:9](=[O:14])[NH:10][CH:11]1[CH2:13][CH2:12]1)=[N:4][O:5][CH2:6][CH3:7].[CH3:15][C:16]1[CH:21]=[CH:20][CH:19]=[CH:18][C:17]=1[S:22]([C:26]1[CH:31]=[CH:30][C:29]([Br:32])=[CH:28][CH:27]=1)=[P:23](=[O:25])[O-:24].[K+].[I-].[K+]>C(C(C)=O)C>[CH3:15][C:16]1[CH:21]=[CH:20][CH:19]=[CH:18][C:17]=1[S:22]([C:26]1[CH:31]=[CH:30][C:29]([Br:32])=[CH:28][CH:27]=1)=[P:23](=[O:24])[O:25][CH2:2][C:3]([O:8][C:9](=[O:14])[NH:10][CH:11]1[CH2:13][CH2:12]1)=[N:4][O:5][CH2:6][CH3:7] |f:1.2,3.4|. Procedure details: 1-Chloro-2-(N-cyclopropylcarbamoyloxy)-2-ethoxyiminoethane (11 grams; 0.05 mole), methyl ethyl ketone (80 ml), potassium 2-methylphenyl(4-bromophenyl)thionophosphinate (17 grams; 0.05 mole) and a few crystals of potassium iodide are charged into a glass reaction flask equipped with a mechanical stirrer, thermometer and reflux condenser. The reaction mixture is then heated at reflux for a period of about 8 hours. After this time the reaction mixture is cooled to room temperature and is filtered t... The reactants are C(=O)(C(F)(F)F)O (TFA), FC=1C=C(C2=C(OCCO2)C1)C1=CCCN1C(=O)OC(C)(C)C (tert-butyl 5-(7-fluoro-2,3-dihydrobenzo[b][1,4]dioxin-5-yl)-2,3-dihydro-1H-pyrrole-1-carboxylate). Run in C(Cl)Cl (DCM), C(C)(=O)OCC (ethyl acetate). Run at time 3 hour. The product is FC=1C=C(C2=C(OCCO2)C1)C=1CCCN1 (5-(7-fluoro-2,3-dihydrobenzo[b][1,4]dioxin-5-yl)-3,4-dihydro-2H-pyrrole). Isolated yield 77.3%. As a reaction SMILES: C(O)(C(F)(F)F)=O.[F:8][C:9]1[CH:10]=[C:11]([C:19]2[N:23](C(OC(C)(C)C)=O)[CH2:22][CH2:21][CH:20]=2)[C:12]2[O:17][CH2:16][CH2:15][O:14][C:13]=2[CH:18]=1>C(Cl)Cl.C(OCC)(=O)C>[F:8][C:9]1[CH:10]=[C:11]([C:19]2[CH2:20][CH2:21][CH2:22][N:23]=2)[C:12]2[O:17][CH2:16][CH2:15][O:14][C:13]=2[CH:18]=1. Procedure details: TFA (0.09 mL, 1.18 mmol) was added to a solution of tert-butyl 5-(7-fluoro-2,3-dihydrobenzo[b][1,4]dioxin-5-yl)-2,3-dihydro-1H-pyrrole-1-carboxylate (0.04 g, 0.117 mmol) in DCM (5 mL) at 0° C. and stirring was continued at 25° C. for 3 h. Reaction mixture was concentrated under reduced pressure to afford the crude, which was diluted with ethyl acetate, washed with saturated NaHCO3 solution, dried over anhydrous sodium sulphate to afford 5-(7-fluoro-2,3-dihydrobenzo[b][1,4]dioxin-5-yl)-3,4-dihydr... Reactants: FC=1C=C(C=O)C=C(C1OC)F.C=1C(=CC=[N+](C1)C[N+]2=CC=C(C=C2)/C=N/O)/C=N/O.[Br-].[Br-] (3,5-difluoro-4-methoxybenzaldehyde methoxime), B (borane), 1B. The solvent is O1CCCC1 (tetrahydrofuran). Yields the product FC=1C=C(CN)C=C(C1OC)F (3,5-Difluoro-4-methoxybenzylamine). Yield: 50.0%. Reaction SMILES: [F:1][C:2]1[CH:3]=[C:4]([CH:7]=[C:8]([F:12])[C:9]=1[O:10][CH3:11])[CH:5]=O.C1C(/C=N/O)=CC=[N+:17](C[N+]2C=CC(/C=N/O)=CC=2)C=1.[Br-].[Br-].B>O1CCCC1>[F:1][C:2]1[CH:3]=[C:4]([CH:7]=[C:8]([F:12])[C:9]=1[O:10][CH3:11])[CH2:5][NH2:17] |f:0.1.2.3|. Procedure: The reaction of 3,5-difluoro-4-methoxybenzaldehyde methoxime, (7 g, 35 mmole) and 0.98M borane in tetrahydrofuran (46 ml) substantially as described in 1B above produced 3 g, (50%) of the title compound as a clear oil. Reactants: Nc1c(Cl)cc(Br)cc1Cl, Br, C=CC(=O)OC, CC(C)=O, O=N[O-], [Na+], O. Product: COC(=O)C=Cc1c(Cl)cc(Br)cc1Cl. Reaction SMILES: [Br:1][c:2]1[cH:3][c:4]([Cl:10])[c:5]([NH2:6])[c:7]([Cl:9])[cH:8]1.[BrH:11].[C:16]([CH:17]=[CH2:18])(=[O:19])[O:20][CH3:21].[CH3:22][C:23](=[O:24])[CH3:25].[N:12]([O-:13])=[O:14].[Na+:15].[OH2:26]>>[Br:1][c:2]1[cH:3][c:4]([Cl:10])[c:5]([CH:18]=[CH:17][C:16](=[O:19])[O:20][CH3:21])[c:7]([Cl:9])[cH:8]1. Starting materials: CN, CCO, CC1=Cc2ccc(Cl)cc2C(c2ccc([N+](=O)[O-])c(C)c2)=NN1C(=O)Oc1ccccc1. The product is CNC(=O)N1N=C(c2ccc([N+](=O)[O-])c(C)c2)c2cc(Cl)ccc2C=C1C. Reaction SMILES: [CH3:33][NH2:34].[CH3:35][CH2:36][OH:37].[c:1]1([O:2][C:8](=[O:9])[N:10]2[N:11]=[C:12]([c:23]3[cH:24][c:25]([CH3:32])[c:26]([N+:29](=[O:30])[O-:31])[cH:27][cH:28]3)[c:13]3[c:14]([cH:18][cH:19][c:20]([Cl:22])[cH:21]3)[CH:15]=[C:16]2[CH3:17])[cH:3][cH:4][cH:5][cH:6][cH:7]1>>[C:8](=[O:9])([N:10]1[N:11]=[C:12]([c:23]2[cH:24][c:25]([CH3:32])[c:26]([N+:29](=[O:30])[O-:31])[cH:27][cH:28]2)[c:13]2[c:14]([cH:18][cH:19][c:20]([Cl:22])[cH:21]2)[CH:15]=[C:16]1[CH3:17])[NH:34][CH3:33].